This data is from the Open Reaction Database (ORD), a public repository of structured organic reaction records. The task is: describe an organic reaction: reactants, conditions, products, and yield Starting materials: CC1(CC(=NO1)C=1CN(C(NN1)=O)/N=C/C=1C=NC=C(C1)F)C (6-(5,5-dimethyl-4H-isoxazol-3-yl)-4-[(E)-(5-fluoro-3-pyridyl)methyleneamino]-2,5-dihydro-1,2,4-triazin-3-one), [H-].[Na+] (NaH), BrCC#N (2-bromoacetonitrile). Run in C1CCOC1 (THF). Run at temperature 0 celsius, time 10 minute. Yields the product CC1(CC(=NO1)C=1CN(C(N(N1)CC#N)=O)/N=C/C=1C=NC=C(C1)F)C (2-[6-(5,5-dimethyl-4H-isoxazol-3-yl)-4-[(E)-(5-fluoro-3-pyridyl)methylene amino]-3-oxo-5H-1,2,4-triazin-2-yl]acetonitrile). As a reaction SMILES: [CH3:1][C:2]1([CH3:23])[O:6][N:5]=[C:4]([C:7]2[CH2:8][N:9](/[N:14]=[CH:15]/[C:16]3[CH:17]=[N:18][CH:19]=[C:20]([F:22])[CH:21]=3)[C:10](=[O:13])[NH:11][N:12]=2)[CH2:3]1.[H-].[Na+].Br[CH2:27][C:28]#[N:29]>C1COCC1>[CH3:1][C:2]1([CH3:23])[O:6][N:5]=[C:4]([C:7]2[CH2:8][N:9](/[N:14]=[CH:15]/[C:16]3[CH:17]=[N:18][CH:19]=[C:20]([F:22])[CH:21]=3)[C:10](=[O:13])[N:11]([CH2:27][C:28]#[N:29])[N:12]=2)[CH2:3]1 |f:1.2|. Procedure: To a solution of 6-(5,5-dimethyl-4H-isoxazol-3-yl)-4-[(E)-(5-fluoro-3-pyridyl)methyleneamino]-2,5-dihydro-1,2,4-triazin-3-one (150 mg, 0.471 mmol) in anhydrous THF (8.0 mL) was added NaH (28.2 mg, 0.707 mmol) at 0° C. under nitrogen atmosphere. The reaction mixture was stirred at 0° C. for 10 min followed by dropwise addition of 2-bromoacetonitrile (36.2 μL, 62.2 mg, 0.518 mmol). The reaction mixture was allowed to warm to room temp. and stirring was continued for 2 h. The reaction mixture was q...